From a dataset of the Open Reaction Database (ORD), a public repository of structured organic reaction records. describe an organic reaction: reactants, conditions, products, and yield Starting materials: O=C([O-])[O-], COCCOC, O=S(=O)(Oc1ccn(-c2ccccn2)n1)C(F)(F)F, N#Cc1cccc(F)c1, [K+], [K+], O, c1ccc(P(c2ccccc2)(c2ccccc2)[Pd](P(c2ccccc2)(c2ccccc2)c2ccccc2)(P(c2ccccc2)(c2ccccc2)c2ccccc2)P(c2ccccc2)(c2ccccc2)c2ccccc2)cc1. Yields the product N#Cc1cccc(-c2ccn(-c3ccccn3)n2)c1. As a reaction SMILES: [C:29](=[O:30])([O-:31])[O-:32].[CH3:35][O:36][CH2:37][CH2:38][O:39][CH3:40].[F:1][C:2]([F:3])([F:4])[S:5]([O:6][c:7]1[n:8][n:9](-[c:12]2[n:13][cH:14][cH:15][cH:16][cH:17]2)[cH:10][cH:11]1)(=[O:18])=[O:19].[F:20][c:21]1[cH:22][c:23]([C:24]#[N:25])[cH:26][cH:27][cH:28]1.[K+:33].[K+:34].[OH2:41].[cH:42]1[cH:43][cH:44][c:45]([P:46]([Pd:47]([P:48]([c:49]2[cH:50][cH:51][cH:52][cH:53][cH:54]2)([c:55]2[cH:56][cH:57][cH:58][cH:59][cH:60]2)[c:61]2[cH:62][cH:63][cH:64][cH:65][cH:66]2)([P:67]([c:68]2[cH:69][cH:70][cH:71][cH:72][cH:73]2)([c:74]2[cH:75][cH:76][cH:77][cH:78][cH:79]2)[c:80]2[cH:81][cH:82][cH:83][cH:84][cH:85]2)[P:86]([c:87]2[cH:88][cH:89][cH:90][cH:91][cH:92]2)([c:93]2[cH:94][cH:95][cH:96][cH:97][cH:98]2)[c:99]2[cH:100][cH:101][cH:102][cH:103][cH:104]2)([c:105]2[cH:106][cH:107][cH:108][cH:109][cH:110]2)[c:111]2[cH:112][cH:113][cH:114][cH:115][cH:116]2)[cH:117][cH:118]1>>[c:7]1(-[c:21]2[cH:22][c:23]([C:24]#[N:25])[cH:26][cH:27][cH:28]2)[n:8][n:9](-[c:12]2[n:13][cH:14][cH:15][cH:16][cH:17]2)[cH:10][cH:11]1. Reactants: COC(=O)C(Br)CBr, CC#N, [K+], [K+], O=C([O-])[O-], CC(N)c1cccc2ccccc12. Product: COC(=O)C1CN1C(C)c1cccc2ccccc12. Reaction SMILES: [Br:20][CH:21]([C:22](=[O:23])[O:24][CH3:25])[CH2:26][Br:27].[CH3:28][C:29]#[N:30].[K+:14].[K+:15].[O-:16][C:17]([O-:18])=[O:19].[c:1]1([CH:11]([CH3:12])[NH2:13])[cH:2][cH:3][cH:4][c:5]2[cH:6][cH:7][cH:8][cH:9][c:10]12>>[c:1]1([CH:11]([CH3:12])[N:13]2[CH:21]([C:22](=[O:23])[O:24][CH3:25])[CH2:26]2)[cH:2][cH:3][cH:4][c:5]2[cH:6][cH:7][cH:8][cH:9][c:10]12.